describe an organic reaction: reactants, conditions, products, and yield From a dataset of the Open Reaction Database (ORD), a public repository of structured organic reaction records. RXN SMILES: [Cl:1][c:2]1[c:16](I)[c:6]([NH:7][c:8]2[cH:13][cH:12][c:11]([C:14]#[N:15])[cH:10][cH:9]2)[n:5][cH:4][n:3]1>>[Cl:1][c:2]1[c:16]([c:6]2[n:5][cH:4][n:3]1)[c:13]([c:8]3[nH:7]2)[cH:12][c:11]([C:14]#[N:15])[cH:10][cH:9]3. Reaction conditions: temperature 100 celsius, time 18 hour. Product: Clc1ncnc2[nH]c3ccc(cc3c12)C#N. Run in CC#N (MeCN). Reactants: n1cnc(c(c1Cl)I)Nc1ccc(cc1)C#N. Reagents/catalysts: c1ccc(cc1)-c2c3ccccc3cc4ccccc24 (9-Phenylanthracene), C(=O)([O-])[O-].[K+].[K+] (K2CO3), [Pd].C(P(C(C)(C)C)C(C)(C)C)(C)(C)C.C(P(C(C)(C)C)C(C)(C)C)(C)(C)C (Pd(P(tBu)3)2), c1(c2c(cc3c1cccc3)cccc2)C(O)=O. Starting materials: C(C1=CC=CC=C1)C=1C=NC2=C(C=CC=C2C1C=1C=C(C=CC1)N)C(F)(F)F (3-(3-benzyl-8-trifluoromethyl-quinolin-4-yl)-phenylamine), BrC1=C(SC(=C1C)I)C=O (3-bromo-5-iodo-4-methyl-thiophene-2-carbaldehyde). Yields the product C(C1=CC=CC=C1)C=1C=NC2=C(C=CC=C2C1C=1C=C(C=CC1)NCC=1SC(=C(C1Br)C)I)C(F)(F)F ({3-[3-BENZYL-8-(TRIFLUOROMETHYL)QUINOLIN-4-YL]PHENYL}[(3-BROMO-5-IODO-4-METHYL-2-THIENYL)METHYL]AMINE). Reaction SMILES: [CH2:1]([C:8]1[CH:9]=[N:10][C:11]2[C:16]([C:17]=1[C:18]1[CH:19]=[C:20]([NH2:24])[CH:21]=[CH:22][CH:23]=1)=[CH:15][CH:14]=[CH:13][C:12]=2[C:25]([F:28])([F:27])[F:26])[C:2]1[CH:7]=[CH:6][CH:5]=[CH:4][CH:3]=1.[Br:29][C:30]1[C:34]([CH3:35])=[C:33]([I:36])[S:32][C:31]=1[CH:37]=O>>[CH2:1]([C:8]1[CH:9]=[N:10][C:11]2[C:16]([C:17]=1[C:18]1[CH:19]=[C:20]([NH:24][CH2:37][C:31]3[S:32][C:33]([I:36])=[C:34]([CH3:35])[C:30]=3[Br:29])[CH:21]=[CH:22][CH:23]=1)=[CH:15][CH:14]=[CH:13][C:12]=2[C:25]([F:28])([F:26])[F:27])[C:2]1[CH:3]=[CH:4][CH:5]=[CH:6][CH:7]=1. Procedure details: This compound was prepared according to the procedure of example 66, substituting 3-(3-benzyl-8-trifluoromethyl-quinolin-4-yl)-phenylamine and 3-bromo-5-iodo-4-methyl-thiophene-2-carbaldehyde. MS (ESI) m/z 693. Starting materials: Cl (hydrochloric acid), C(C)OC(CC1CCN(CC1)C1CCC1)=O ((1-cyclobutyl piperidin-4-yl) acetic acid ethyl ester), O1CCCC1 (tetrahydrofuran), O.[OH-].[Li+] (lithium hydroxide monohydrate). Run in O (water). Reaction conditions: time 16 hour. Yields the product C1(CCC1)N1CCC(CC1)CC(=O)O ((1-cyclobutyl piperidin-4-yl) acetic acid). Yield: 130.7%. RXN SMILES: C([O:3][C:4](=[O:16])[CH2:5][CH:6]1[CH2:11][CH2:10][N:9]([CH:12]2[CH2:15][CH2:14][CH2:13]2)[CH2:8][CH2:7]1)C.O1CCCC1.O.[OH-].[Li+].Cl>O>[CH:12]1([N:9]2[CH2:8][CH2:7][CH:6]([CH2:5][C:4]([OH:16])=[O:3])[CH2:11][CH2:10]2)[CH2:13][CH2:14][CH2:15]1 |f:2.3.4|. Reported procedure: To a stirred mixture of (1-cyclobutyl piperidin-4-yl) acetic acid ethyl ester (652.9 mg, 2.90 mmol, obtained in above step), tetrahydrofuran (6 mL) and water (6.0 mL) cooled at 0° C. lithium hydroxide monohydrate (133 mg, 3.19 mmol) was added in a single lot. The reaction mixture was stirred at room temperature for 16 hours. The reaction mixture was cooled again to 0° C. and acidified with 2N hydrochloric acid to pH: 2-3. The volatiles were removed under reduced pressure and the traces of water ... Procedure details: According to the procedure indicated in Example A1, reaction of 2-mercapto-1H-benzimidazole with 4-(2-chloroethylthio)-2-chloromethyl-3-methylpyridine hydrochloride and NaOH gives, after crystallization from ethyl acetate, the title compound (62% of theory) as a colorless solid of m.p. 178-180° C. The product is ClCCSC1=C(C(=NC=C1)CSC1=NC2=C(N1)C=CC=C2)C (2-{[[4-(2-Chloroethylthio)-3-methyl-2-pyridinyl]-methyl]thio}-1H-benzimidazole). Starting materials: SC1=NC2=C(N1)C=CC=C2 (2-mercapto-1H-benzimidazole), Cl.ClCCSC1=C(C(=NC=C1)CCl)C (4-(2-chloroethylthio)-2-chloromethyl-3-methylpyridine hydrochloride), [OH-].[Na+] (NaOH). Reaction SMILES: [SH:1][C:2]1[NH:6][C:5]2[CH:7]=[CH:8][CH:9]=[CH:10][C:4]=2[N:3]=1.Cl.[Cl:12][CH2:13][CH2:14][S:15][C:16]1[CH:21]=[CH:20][N:19]=[C:18]([CH2:22]Cl)[C:17]=1[CH3:24].[OH-].[Na+]>>[Cl:12][CH2:13][CH2:14][S:15][C:16]1[CH:21]=[CH:20][N:19]=[C:18]([CH2:22][S:1][C:2]2[NH:6][C:5]3[CH:7]=[CH:8][CH:9]=[CH:10][C:4]=3[N:3]=2)[C:17]=1[CH3:24] |f:1.2,3.4|. The reactants are CC1(C)Oc2ccc(C(=O)CBr)cc2O1, CCC(=S)c1ccccc1, C[S-], CO, [Na+]. Yields the product CSCC(=O)c1ccc2c(c1)OC(C)(C)O2. Reaction SMILES: [Br:11][CH2:12][C:13](=[O:14])[c:15]1[cH:16][c:17]2[c:18]([cH:24][cH:25]1)[O:19][C:20]([CH3:22])([CH3:23])[O:21]2.[CH3:1][CH2:2][C:3](=[S:4])[c:5]1[cH:6][cH:7][cH:8][cH:9][cH:10]1.[CH3:26][S-:27].[CH3:29][OH:30].[Na+:28]>>[CH3:3][S:4][CH2:12][C:13](=[O:14])[c:15]1[cH:16][c:17]2[c:18]([cH:24][cH:25]1)[O:19][C:20]([CH3:22])([CH3:23])[O:21]2. Reactants: C1(CC1)C1=CN=CC(=N1)C1=CN(C2=CC=C(C=C12)C1=NN=C(O1)NCC1=CC=C(C=C1)OC)S(=O)(=O)C1=CC=C(C)C=C1 (5-(3-(6-cyclopropylpyrazin-2-yl)-1-tosyl-1H-indol-5-yl)-N-(4-methoxybenzyl)-1,3,4-oxadiazol-2-amine). Solvent: C(=O)(C(F)(F)F)O (TFA). The product is C1(CC1)C1=CN=CC(=N1)C1=CN(C2=CC=C(C=C12)C1=NN=C(O1)N)S(=O)(=O)C1=CC=C(C)C=C1 (5-(3-(6-cyclopropylpyrazin-2-yl)-1-tosyl-1H-indol-5-yl)-1,3,4-oxadiazol-2-amine). The yield is 68.6%. Reaction SMILES: [CH:1]1([C:4]2[N:9]=[C:8]([C:10]3[C:18]4[C:13](=[CH:14][CH:15]=[C:16]([C:19]5[O:23][C:22]([NH:24]CC6C=CC(OC)=CC=6)=[N:21][N:20]=5)[CH:17]=4)[N:12]([S:34]([C:37]4[CH:43]=[CH:42][C:40]([CH3:41])=[CH:39][CH:38]=4)(=[O:36])=[O:35])[CH:11]=3)[CH:7]=[N:6][CH:5]=2)[CH2:3][CH2:2]1>C(O)(C(F)(F)F)=O>[CH:1]1([C:4]2[N:9]=[C:8]([C:10]3[C:18]4[C:13](=[CH:14][CH:15]=[C:16]([C:19]5[O:23][C:22]([NH2:24])=[N:21][N:20]=5)[CH:17]=4)[N:12]([S:34]([C:37]4[CH:38]=[CH:39][C:40]([CH3:41])=[CH:42][CH:43]=4)(=[O:36])=[O:35])[CH:11]=3)[CH:7]=[N:6][CH:5]=2)[CH2:2][CH2:3]1. Procedure: An orange-brown solution of 5-(3-(6-cyclopropylpyrazin-2-yl)-1-tosyl-1H-indol-5-yl)-N-(4-methoxybenzyl)-1,3,4-oxadiazol-2-amine (69.7 mg, 0.118 mmol) in TFA (0.5 mL) was heated at 120° C. (microwave for 10 min. TFA was removed in vacuo, and the resulting brown oil was partitioned between DCM (30 mL) and 0.5 N NaOH (10 mL). The organic layer was separated and concentrated onto silica gel. Chromatographic purification (silica gel, 0-100% EtOAc/Hex) furnished 5-(3-(6-cyclopropylpyrazin-2-yl)-1-tosy... Starting materials: C(C1=CN=CC=C1)(=O)OCC (ethyl nicotinate), [H-].[Na+] (NaH), C(C)#N (acetonitrile). Run in C1(=CC=CC=C1)C (toluene). Reaction conditions: temperature 90 celsius. Product: O=C(CC#N)C=1C=NC=CC1 (3-Oxo-3-pyridin-3-yl-propionitrile). As a reaction SMILES: [C:1]([O:9]CC)(=O)[C:2]1[CH:7]=[CH:6][CH:5]=[N:4][CH:3]=1.[H-].[Na+].[C:14](#[N:16])[CH3:15]>C1(C)C=CC=CC=1>[O:9]=[C:1]([C:2]1[CH:3]=[N:4][CH:5]=[CH:6][CH:7]=1)[CH2:15][C:14]#[N:16] |f:1.2|. Procedure details: To a solution of ethyl nicotinate (30.24 g, 0.20 mol) in toluene (anhydrous, 200 mL) was added NaH (18.64 g, 0.47 mol, 60% in mineral oil). The resulting suspension was heated at 90° C. and acetonitrile (anhydrous, 24.74 ml, 0.47 mol) was added into this suspension via syringe under nitrogen and the reaction was heated at 90° C. overnight. The reaction mixture was cooled to ambient temperature and the resulting solid material was collected by filtration. The crude product was dried in vacuo and ... The reactants are FC1=C(C=CC(=C1C=1N=C(SC1)N1CCN(CC1)C)F)NS(=O)(=O)C1=C(C=CC(=C1)F)F (N-{2,4-Difluoro-3-[2-(4-methyl-piperazin-1-yl)-thiazol-4-yl]-phenyl}-2,5-difluoro-benzenesulfonamide), BrN1C(CCC1=O)=O (N-bromosuccinimide). The solvent is C(Cl)Cl (DCM). The product is BrC1=C(N=C(S1)N1CCN(CC1)C)C=1C(=C(C=CC1F)NS(=O)(=O)C1=C(C=CC(=C1)F)F)F (N-{3-[5-bromo-2-(4-methylpiperazin-1-yl)-1,3-thiazol-4-yl]-2,4-difluorophenyl}-2,5-difluorobenzenesulfonamide). Isolated yield 73.0%. RXN SMILES: [F:1][C:2]1[C:7]([C:8]2[N:9]=[C:10]([N:13]3[CH2:18][CH2:17][N:16]([CH3:19])[CH2:15][CH2:14]3)[S:11][CH:12]=2)=[C:6]([F:20])[CH:5]=[CH:4][C:3]=1[NH:21][S:22]([C:25]1[CH:30]=[C:29]([F:31])[CH:28]=[CH:27][C:26]=1[F:32])(=[O:24])=[O:23].[Br:33]N1C(=O)CCC1=O>C(Cl)Cl>[Br:33][C:12]1[S:11][C:10]([N:13]2[CH2:18][CH2:17][N:16]([CH3:19])[CH2:15][CH2:14]2)=[N:9][C:8]=1[C:7]1[C:2]([F:1])=[C:3]([NH:21][S:22]([C:25]2[CH:30]=[C:29]([F:31])[CH:28]=[CH:27][C:26]=2[F:32])(=[O:23])=[O:24])[CH:4]=[CH:5][C:6]=1[F:20]. Procedure details: 150 mg (0.31 mmol) of N-{2,4-Difluoro-3-[2-(4-methyl-piperazin-1-yl)-thiazol-4-yl]-phenyl}-2,5-difluoro-benzenesulfonamide were suspended in 15 mL of dry DCM and 103 mg (0.62 mmol) of N-bromosuccinimide were added. The reaction was maintained at r.t. for 1 h then diluted with the same solvent and washed with aqueous NaHCO3. The organic layer was dried over Na2SO4 and evaporated. The residue was triturated with petroleum ether and filtered, to afford 128 mg (73%) of N-{3-[5-bromo-2-(4-methylpiper... Isolated yield 105.9%. The product is C(CC)N(C(=O)C=1C=C(C(=O)O)C=C(C1)C#C)CCC (3-[(dipropylamino)carbonyl]-5-ethynylbenzoic acid). Starting materials: C(CC)N(C(=O)C=1C=C(C(=O)OC)C=C(C1)C#C[Si](C)(C)C)CCC (methyl 3-[(dipropylamino)carbonyl]-5-[(trimethylsilyl)ethynyl]benzoate), [OH-].[K+] (KOH), solution. Solvent: CO (MeOH), O (H2O), C(Cl)(Cl)Cl (CHCl3). RXN SMILES: [CH2:1]([N:4]([CH2:23][CH2:24][CH3:25])[C:5]([C:7]1[CH:8]=[C:9]([CH:14]=[C:15]([C:17]#[C:18][Si](C)(C)C)[CH:16]=1)[C:10]([O:12]C)=[O:11])=[O:6])[CH2:2][CH3:3].[OH-].[K+]>CO.O.C(Cl)(Cl)Cl>[CH2:23]([N:4]([CH2:1][CH2:2][CH3:3])[C:5]([C:7]1[CH:8]=[C:9]([CH:14]=[C:15]([C:17]#[CH:18])[CH:16]=1)[C:10]([OH:12])=[O:11])=[O:6])[CH2:24][CH3:25] |f:1.2|. Reaction conditions: time 4 hour. Procedure details: To a stirred solution of methyl 3-[(dipropylamino)carbonyl]-5-[(trimethylsilyl)ethynyl]benzoate 26 (185.3 mg, 0.49 mmol) in MeOH (2.5 mL) was added a solution of KOH (2.9 mL of a 1 M solution in H2O, 2.9 mmol). The resulting homogeneous brown solution turned to a white/brown suspension, then to a clear brown solution. The reaction mixture was stirred for 4 h, diluted with CHCl3 (40 mL), separated and the organic layer was concentrated under reduced pressure to provide 3-[(dipropylamino)carbonyl]...